This data is from the Open Reaction Database (ORD), a public repository of structured organic reaction records. The task is: describe an organic reaction: reactants, conditions, products, and yield The reactants are N(=NC(=O)N1CCCCC1)C(=O)N1CCCCC1 (1,1′-(azodicarbonyl)dipiperidine), COC=1C=C(C=CC1OCC=1C(=NN(C1)C1=NC=CC=C1)C)CO ({3-methoxy-4-[(3-methyl-1-pyridin-2-yl-1H-pyrazol-4-yl)methoxy]phenyl}methanol), OC1=NN(C=C1C=O)C1=CC=CC=C1 (3-hydroxy-1-phenyl-1H-pyrazole-4-carbaldehyde), C(CCC)P(CCCC)CCCC (tributylphosphine). Solvent: O1CCCC1 (tetrahydrofuran). Conditions: time 15 hour. The product is COC=1C=C(COC2=NN(C=C2C=O)C2=CC=CC=C2)C=CC1OCC=1C(=NN(C1)C1=NC=CC=C1)C (3-({3-methoxy-4-[(3-methyl-1-pyridin-2-yl-1H-pyrazol-4-yl)methoxy]benzyl}oxy)-1-phenyl-1H-pyrazole-4-carbaldehyde). The yield is 31.5%. RXN SMILES: [CH3:1][O:2][C:3]1[CH:4]=[C:5]([CH2:23][OH:24])[CH:6]=[CH:7][C:8]=1[O:9][CH2:10][C:11]1[C:12]([CH3:22])=[N:13][N:14]([C:16]2[CH:21]=[CH:20][CH:19]=[CH:18][N:17]=2)[CH:15]=1.O[C:26]1[C:30]([CH:31]=[O:32])=[CH:29][N:28]([C:33]2[CH:38]=[CH:37][CH:36]=[CH:35][CH:34]=2)[N:27]=1.C(P(CCCC)CCCC)CCC.N(C(N1CCCCC1)=O)=NC(N1CCCCC1)=O>O1CCCC1>[CH3:1][O:2][C:3]1[CH:4]=[C:5]([CH:6]=[CH:7][C:8]=1[O:9][CH2:10][C:11]1[C:12]([CH3:22])=[N:13][N:14]([C:16]2[CH:21]=[CH:20][CH:19]=[CH:18][N:17]=2)[CH:15]=1)[CH2:23][O:24][C:26]1[C:30]([CH:31]=[O:32])=[CH:29][N:28]([C:33]2[CH:34]=[CH:35][CH:36]=[CH:37][CH:38]=2)[N:27]=1. Procedure details: To a mixture of {3-methoxy-4-[(3-methyl-1-pyridin-2-yl-1H-pyrazol-4-yl)methoxy]phenyl}methanol (0.73 g), 3-hydroxy-1-phenyl-1H-pyrazole-4-carbaldehyde (0.45 g), tributylphosphine (0.67 g) and tetrahydrofuran (80 mL) was added 1,1′-(azodicarbonyl)dipiperidine (0.83 g) at room temperature, and the mixture was stirred for 15 hrs. The precipitated crystals were removed by filtration and the filtrate was concentrated. The residue was subjected to silica gel column chromatography to give 3-({3-methoxy... Reactants: CO, ClCCl, O=C(O)C1CN(Cc2ccc(-c3nc4ccc(C5(c6ccccc6)CC5)nc4s3)c(F)c2)C1, O=C(OO)c1cccc(Cl)c1. Yields the product O=C(O)C1C[N+]([O-])(Cc2ccc(-c3nc4ccc(C5(c6ccccc6)CC5)nc4s3)c(F)c2)C1. As a reaction SMILES: [CH3:45][OH:46].[Cl:47][CH2:48][Cl:49].[F:1][c:2]1[cH:3][c:4]([CH2:26][N:27]2[CH2:28][CH:29]([C:31](=[O:32])[OH:33])[CH2:30]2)[cH:5][cH:6][c:7]1-[c:8]1[s:9][c:10]2[n:11][c:12]([C:17]3([c:20]4[cH:21][cH:22][cH:23][cH:24][cH:25]4)[CH2:18][CH2:19]3)[cH:13][cH:14][c:15]2[n:16]1.[OH:34][O:35][C:36]([c:37]1[cH:38][c:39]([Cl:40])[cH:41][cH:42][cH:43]1)=[O:44]>>[F:1][c:2]1[cH:3][c:4]([CH2:26][N+:27]2([O-:34])[CH2:28][CH:29]([C:31](=[O:32])[OH:33])[CH2:30]2)[cH:5][cH:6][c:7]1-[c:8]1[s:9][c:10]2[n:11][c:12]([C:17]3([c:20]4[cH:21][cH:22][cH:23][cH:24][cH:25]4)[CH2:18][CH2:19]3)[cH:13][cH:14][c:15]2[n:16]1. Starting materials: C([O-])(O)=O.[K+] (potassium bicarbonate), C1(=CC=C(C=C1)S(=O)(=O)O)C.N[C@]1([C@@H](C1)C=C)C(=O)OCC ((1R,2S)-1-amino-1-ethoxycarbonyl-2-vinylcyclopropane p-toluenesulfonate), C(C)(=O)OCC (ethyl acetate), C([O-])(O)=O.[K+] (potassium bicarbonate). Solvent: O (water). Conditions: temperature 6 celsius, time 1 hour. Product: N[C@]1([C@@H](C1)C=C)C(=O)OCC ((1R,2S)-1-amino-1-ethoxycarbonyl-2-vinylcyclopropane). The yield is 95.1%. As a reaction SMILES: C1(C)C=CC(S(O)(=O)=O)=CC=1.[NH2:12][C@:13]1([C:18]([O:20][CH2:21][CH3:22])=[O:19])[CH2:15][C@H:14]1[CH:16]=[CH2:17].C(OCC)(=O)C.C(=O)(O)[O-].[K+]>O>[NH2:12][C@:13]1([C:18]([O:20][CH2:21][CH3:22])=[O:19])[CH2:15][C@H:14]1[CH:16]=[CH2:17] |f:0.1,3.4|. Procedure details: 498.4 g (content: 484.49 g, 1.48 mol) out of the (1R,2S)-1-amino-1-ethoxycarbonyl-2-vinylcyclopropane p-toluenesulfonate obtained in Example 29 and 2.1915 kg of ethyl acetate were added into a 10-L separable flask, and the obtained mixture was then cooled to 6° C. To this mixture, a potassium bicarbonate aqueous solution consisting of 220.04 g (2.2259 mol) of potassium bicarbonate and 971.7 g of water was added dropwise over 20 minutes, so as to separate (1R,2S)-1-amino-1-ethoxycarbonyl-2-vinylc... Starting materials: CC(C)(C)c1cc(CCO)cc(C(C)(C)C)c1O, O=C([O-])[O-], CCC(C)=O, [K+], [K+], CCCCOC(=O)Cc1ccc(N2CCNCC2)cc1, Cc1ccc(S(=O)(=O)[O-])cc1. Product: CCCCOC(=O)Cc1ccc(N2CCN(CCc3cc(C(C)(C)C)c(O)c(C(C)(C)C)c3)CC2)cc1. RXN SMILES: [C:12]([CH3:13])([CH3:14])([CH3:15])[c:16]1[cH:17][c:18]([CH2:19][CH2:20][OH:21])[cH:22][c:23]([C:26]([CH3:27])([CH3:28])[CH3:29])[c:24]1[OH:25].[C:50](=[O:51])([O-:52])[O-:53].[CH3:56][CH2:57][C:58](=[O:59])[CH3:60].[K+:54].[K+:55].[N:30]1([c:36]2[cH:37][cH:38][c:39]([CH2:42][C:43](=[O:44])[O:45][CH2:46][CH2:47][CH2:48][CH3:49])[cH:40][cH:41]2)[CH2:31][CH2:32][NH:33][CH2:34][CH2:35]1.[O-:1][S:2]([c:3]1[cH:4][cH:5][c:6]([CH3:7])[cH:8][cH:9]1)(=[O:10])=[O:11]>>[C:12]([CH3:13])([CH3:14])([CH3:15])[c:16]1[cH:17][c:18]([CH2:19][CH2:20][N:33]2[CH2:32][CH2:31][N:30]([c:36]3[cH:37][cH:38][c:39]([CH2:42][C:43](=[O:44])[O:45][CH2:46][CH2:47][CH2:48][CH3:49])[cH:40][cH:41]3)[CH2:35][CH2:34]2)[cH:22][c:23]([C:26]([CH3:27])([CH3:28])[CH3:29])[c:24]1[OH:25]. Reactants: ClC1=CC=C2C=C(NC2=C1NS(=O)(=O)C=1SC=CC1)C(=O)OCC (ethyl 6-chloro-7-[(2-thienylsulfonyl)amino]-1H-indole-2-carboxylate), [OH-].[Na+] (sodium hydroxide), O1CCCC1 (tetrahydrofuran). The solvent is CO (methanol). Conditions: temperature 50 celsius, time 2 hour. The product is ClC1=CC=C2C=C(NC2=C1NS(=O)(=O)C=1SC=CC1)C(=O)O (6-chloro-7-[(2-thienylsulfonyl)amino]-1H-indole-2-carboxylic acid). The yield is 94.9%. RXN SMILES: [Cl:1][C:2]1[C:10]([NH:11][S:12]([C:15]2[S:16][CH:17]=[CH:18][CH:19]=2)(=[O:14])=[O:13])=[C:9]2[C:5]([CH:6]=[C:7]([C:20]([O:22]CC)=[O:21])[NH:8]2)=[CH:4][CH:3]=1.[OH-].[Na+].O1CCCC1>CO>[Cl:1][C:2]1[C:10]([NH:11][S:12]([C:15]2[S:16][CH:17]=[CH:18][CH:19]=2)(=[O:14])=[O:13])=[C:9]2[C:5]([CH:6]=[C:7]([C:20]([OH:22])=[O:21])[NH:8]2)=[CH:4][CH:3]=1 |f:1.2|. Reported procedure: A mixture of ethyl 6-chloro-7-[(2-thienylsulfonyl)amino]-1H-indole-2-carboxylate (1.00 g), 4N aqueous sodium hydroxide solution (2.3 ml), tetrahydrofuran (5 ml) and methanol (5 ml) was stirred at 50° C. for 2 hr. The reaction mixture was concentrated, and acidified with 10% aqueous citric acid solution, and the resulting crystals were collected by filtration, washed with water, and dried to give the title compound (0.88 g, yield 95%) as colorless crystals. melting point >290° C. (decomposition). The reactants are CNC.COC1=C(C=CC(=C1C(=O)O)Cl)Cl (dicamba-dimethylammonium), COC1=C(C=CC(=C1C(=O)O)Cl)Cl.C(CO)N(CCO)CCO (dicamba-trolamine), COC1=C(C=CC(=C1C(=O)[O-])Cl)Cl.[K+] (dicamba-potassium), COC1=C(C=CC(=C1C(=O)[O-])Cl)Cl.[Na+] (dicamba-sodium). Yields the product ClC1=C(C(C(=O)O)=C(C=C1)Cl)OC (3,6-dichloro-o-anisic acid). RXN SMILES: CNC.[CH3:4][O:5][C:6]1[C:11]([C:12]([OH:14])=[O:13])=[C:10]([Cl:15])[CH:9]=[CH:8][C:7]=1[Cl:16].COC1C(C([O-])=O)=C(Cl)C=CC=1Cl.[K+].COC1C(C([O-])=O)=C(Cl)C=CC=1Cl.[Na+].COC1C(C(O)=O)=C(Cl)C=CC=1Cl.C(N(CCO)CCO)CO>>[Cl:16][C:7]1[CH:8]=[CH:9][C:10]([Cl:15])=[C:11]([C:12]([OH:14])=[O:13])[C:6]=1[O:5][CH3:4] |f:0.1,2.3,4.5,6.7|. Procedure: used, inter alia, as dicamba-dimethylammonium, dicamba-potassium, dicamba-sodium, dicamba-trolamine, Starting materials: ClC1=CC2=C(O[C@@H](O[C@@H]2C2=CC=CC=C2)C(=O)NC)C=C1 (cis-6-chloro-N-methyl-4-phenyl-1,3-benzodioxan-2-carboxamide), B#B (diborane). The solvent is C1CCOC1 (THF). Yields the product Cl.ClC1=CC2=C(O[C@@H](O[C@@H]2C2=CC=CC=C2)CNC)C=C1 (cis-6-Chloro-2-methylaminomethyl-4-phenyl-1,3-benzodioxan hydrochloride). RXN SMILES: [Cl:1][C:2]1[CH:21]=[CH:20][C:5]2[O:6][C@H:7]([C:16]([NH:18][CH3:19])=O)[O:8][C@H:9]([C:10]3[CH:15]=[CH:14][CH:13]=[CH:12][CH:11]=3)[C:4]=2[CH:3]=1.B#B>C1COCC1>[ClH:1].[Cl:1][C:2]1[CH:21]=[CH:20][C:5]2[O:6][C@H:7]([CH2:16][NH:18][CH3:19])[O:8][C@H:9]([C:10]3[CH:15]=[CH:14][CH:13]=[CH:12][CH:11]=3)[C:4]=2[CH:3]=1 |f:3.4|. Procedure: To a stirred solution, under nitrogen, of 8.0 g (26.4 mmoles) of cis-6-chloro-N-methyl-4-phenyl-1,3-benzodioxan-2-carboxamide was added dropwise, at room temperature, 150 ml (150 mmoles) of diborane (1M as BH3) in THF solution. After addition was complete, the solution was stirred and refluxed for 21 hours. The reactants are ClCl (chlorine), C21H19Cl2N3O2, ClC=1C=C2C=C(NC2=CC1)CC(=O)O (2-(5-chloro-1H-indol-2-yl)acetic acid), CN(C)C(=[N+](C)C)ON1C2=C(C=CC=C2)N=N1.[B-](F)(F)(F)F (TBTU), C(C)(C)N(CC)C(C)C (diisopropylethylamine), ClC=1C=C(C=CC1C(=O)N1CC=CC1)N (3-chloro-4-(2,5-dihydropyrrol-1-ylcarbonyl)phenylamine). Run in ClCCl.C(C)O (dichloromethane ethanol), O1CCCC1 (tetrahydrofuran). The product is ClC=1C=C(C=CC1C(=O)N1CC=CC1)NC(CC=1NC2=CC=C(C=C2C1)Cl)=O (rac.-N-[3-chloro-4-(2,5-dihydropyrrol-1-ylcarbonyl)phenyl]-2-(5-chloro-1H-indol-2-yl)acetamide). The yield is 37.0%. Reaction SMILES: [Cl:1][C:2]1[CH:3]=[C:4]2[C:8](=[CH:9][CH:10]=1)[NH:7][C:6]([CH2:11][C:12]([OH:14])=O)=[CH:5]2.CN(C(ON1N=NC2C=CC=CC1=2)=[N+](C)C)C.[B-](F)(F)(F)F.C(N(C(C)C)CC)(C)C.[Cl:46][C:47]1[CH:48]=[C:49]([NH2:60])[CH:50]=[CH:51][C:52]=1[C:53]([N:55]1[CH2:59][CH:58]=[CH:57][CH2:56]1)=[O:54].ClCl>O1CCCC1.ClCCl.C(O)C>[Cl:46][C:47]1[CH:48]=[C:49]([NH:60][C:12](=[O:14])[CH2:11][C:6]2[NH:7][C:8]3[C:4]([CH:5]=2)=[CH:3][C:2]([Cl:1])=[CH:10][CH:9]=3)[CH:50]=[CH:51][C:52]=1[C:53]([N:55]1[CH2:56][CH:57]=[CH:58][CH2:59]1)=[O:54] |f:1.2,7.8|. Procedure: Prepared analogously to Example 1g from 2-(5-chloro-1H-indol-2-yl)acetic acid, TBTU, diisopropylethylamine, and 3-chloro-4-(2,5-dihydropyrrol-1-ylcarbonyl)phenylamine in tetrahydrofuran. Yield: 37%; Rf value: 0.34 (silica gel: dichloromethane/ethanol=95:5); C21H19Cl2N3O2 (416.306); mass spectrum: (M+H)+=416/418 (chlorine isotope). Reported procedure: In an inert atmosphere, the compound A (0.55 g), the compound B (0.61 g), (triphenylphosphine)palladium (0.01 g), methyltrioctylammonium chloride (manufactured by Aldrich Co.; trade name: Aliquat 336 (registered trademark)) (0.20 g), and toluene (10 mL) were mixed, and the resultant reaction mixture was heated to 105° C. Into the reaction solution, a 2 mol/L sodium carbonate aqueous solution (6 mL) was added dropwise, and the resultant reaction mixture was refluxed for 8 hours. To the reaction s... Yields the product C(C)OC(=O)C=1C=C(C=CC1OCCOCCOCCOC)C1(C2=CC=CC=C2C=2C=CC=CC12)C1=CC(=C(C=C1)OCCOCCOCCOC)C(=O)OCC (9,9-bis[3-ethoxycarbonyl-4-[2-[2-(2-methoxyethoxy)ethoxy]ethoxy]phenyl]-fluorene). Reagents/catalysts: [Cl-].C[N+](CCCCCCCC)(CCCCCCCC)CCCCCCCC (methyltrioctylammonium chloride). RXN SMILES: Br[C:2]1[CH:14]=[CH:13][C:12]2[C:11]3[C:6](=[CH:7][C:8](Br)=[CH:9][CH:10]=3)[C:5]([C:38]3[CH:43]=[CH:42][C:41]([O:44][CH2:45][CH2:46][O:47][CH2:48][CH2:49][O:50][CH2:51][CH2:52][O:53][CH3:54])=[C:40]([C:55]([O:57][CH2:58][CH3:59])=[O:56])[CH:39]=3)([C:16]3[CH:21]=[CH:20][C:19]([O:22][CH2:23][CH2:24][O:25][CH2:26][CH2:27][O:28][CH2:29][CH2:30][O:31][CH3:32])=[C:18]([C:33]([O:35][CH2:36][CH3:37])=[O:34])[CH:17]=3)[C:4]=2[CH:3]=1.CC1(C)C(C)(C)OB(C2C=CC3C4C(=CC(B5OC(C)(C)C(C)(C)O5)=CC=4)C(C4C=CC(OCCOCCOCCOC)=C(C(OCC)=O)C=4)(C4C=CC(OCCOCCOCCOC)=C(C(OCC)=O)C=4)C=3C=2)O1.C(=O)([O-])[O-].[Na+].[Na+].C(C1C=CC(B(O)O)=CC=1)(C)(C)C.C(N(CC)C(=S)[S-])C.[Na+]>[Cl-].C[N+](CCCCCCCC)(CCCCCCCC)CCCCCCCC.O1CCCC1.CO.C(O)(=O)C.C1(C)C=CC=CC=1>[CH2:58]([O:57][C:55]([C:40]1[CH:39]=[C:38]([C:5]2([C:16]3[CH:21]=[CH:20][C:19]([O:22][CH2:23][CH2:24][O:25][CH2:26][CH2:27][O:28][CH2:29][CH2:30][O:31][CH3:32])=[C:18]([C:33]([O:35][CH2:36][CH3:37])=[O:34])[CH:17]=3)[C:6]3[CH:7]=[CH:8][CH:9]=[CH:10][C:11]=3[C:12]3[C:4]2=[CH:3][CH:2]=[CH:14][CH:13]=3)[CH:43]=[CH:42][C:41]=1[O:44][CH2:45][CH2:46][O:47][CH2:48][CH2:49][O:50][CH2:51][CH2:52][O:53][CH3:54])=[O:56])[CH3:59] |f:2.3.4,6.7,8.9|. Conditions: temperature 105 celsius, time 2 hour. Solvent: C(C)(=O)O (acetic acid), CO (methanol), O1CCCC1 (tetrahydrofuran), CO (methanol), C1(=CC=CC=C1)C (toluene), CO (methanol). The reactants are C([O-])([O-])=O.[Na+].[Na+] (sodium carbonate), C(C)(C)(C)C1=CC=C(C=C1)B(O)O (4-tert-butylphenylboronic acid), resultant solution, BrC1=CC=2C(C3=CC(=CC=C3C2C=C1)Br)(C1=CC(=C(C=C1)OCCOCCOCCOC)C(=O)OCC)C1=CC(=C(C=C1)OCCOCCOCCOC)C(=O)OCC (2,7-dibromo-9,9-bis[3-ethoxycarbonyl-4-[2-[2-(2-methoxyethoxy)ethoxy]ethoxy]phenyl]-fluorene), CC1(OB(OC1(C)C)C1=CC=2C(C3=CC(=CC=C3C2C=C1)B1OC(C(O1)(C)C)(C)C)(C1=CC(=C(C=C1)OCCOCCOCCOC)C(=O)OCC)C1=CC(=C(C=C1)OCCOCCOCCOC)C(=O)OCC)C (2,7-bis(4,4,5,5-tetramethyl-1,3,2-dioxaborolan-2-yl)-9,9-bis[3-ethoxycarbonyl-4-[2-[2-(2-methoxyethoxy)ethoxy]ethoxy]phenyl]-fluorene), (triphenylphosphine)palladium, resultant solution, C(C)N(C([S-])=S)CC.[Na+] (sodium diethyldithiocarbamate).